From a dataset of the Open Reaction Database (ORD), a public repository of structured organic reaction records. describe an organic reaction: reactants, conditions, products, and yield Reactants: CC(=O)OCC(F)=CC(C)(C)c1ccc(OC(F)(F)F)cc1, [Mg], Brc1cccc(Oc2ccccc2)c1, C1CCOC1. Yields the product CC(C)(C=C(F)Cc1cccc(Oc2ccccc2)c1)c1ccc(OC(F)(F)F)cc1. Reaction SMILES: [C:16]([O:17][CH2:20][C:21](=[CH:22][C:23]([CH3:24])([c:25]1[cH:26][cH:27][c:28]([O:31][C:32]([F:33])([F:34])[F:35])[cH:29][cH:30]1)[CH3:36])[F:37])(=[O:18])[CH3:19].[Mg:15].[O:1]([c:2]1[cH:3][cH:4][cH:5][cH:6][cH:7]1)[c:8]1[cH:9][c:10]([Br:14])[cH:11][cH:12][cH:13]1.[O:38]1[CH2:39][CH2:40][CH2:41][CH2:42]1>>[O:1]([c:2]1[cH:3][cH:4][cH:5][cH:6][cH:7]1)[c:8]1[cH:9][c:10]([CH2:20][C:21](=[CH:22][C:23]([CH3:24])([c:25]2[cH:26][cH:27][c:28]([O:31][C:32]([F:33])([F:34])[F:35])[cH:29][cH:30]2)[CH3:36])[F:37])[cH:11][cH:12][cH:13]1. Starting materials: Cl.FC(C1=CC2=C(NC=3SC4=C(C3C(=N2)N)C=CC=C4)C=C1)(F)F (8-trifluoromethyl-11H-12-thia-6,11-diaza-dibenzo[a,f]azulen-5-ylamine hydrochloride), COCC[C@@H]1NCCNC1 ((S)-2-(2-methoxy-ethyl)-piperazine), C(C)(C)N(CC)C(C)C (diisopropylethylamine). Run in C(C)(=O)OCC (ethyl acetate), [OH-].[Na+] (NaOH), CS(=O)C.C1(=CC=CC=C1)C (dimethyl sulfoxide toluene). Run at time 45 hour. The product is COCC[C@H]1CN(CCN1)C1=NC2=C(NC=3SC4=C(C13)C=CC=C4)C=CC(=C2)C(F)(F)F ((S)-5-[3-(2-Methoxy-ethyl)-piperazin-1-yl]-8-trifluoromethyl-11H-12-thia-6,11-diaza-dibenzo[a,f]azulene). Yield: 35.9%. As a reaction SMILES: Cl.[F:2][C:3]([F:24])([F:23])[C:4]1[CH:22]=[CH:21][C:7]2[NH:8][C:9]3[S:10][C:11]4[CH:20]=[CH:19][CH:18]=[CH:17][C:12]=4[C:13]=3[C:14]([NH2:16])=[N:15][C:6]=2[CH:5]=1.[CH3:25][O:26][CH2:27][CH2:28][C@H:29]1[CH2:34]N[CH2:32][CH2:31][NH:30]1.C(N(C(C)C)CC)(C)C>CS(C)=O.C1(C)C=CC=CC=1.C(OCC)(=O)C.[OH-].[Na+]>[CH3:25][O:26][CH2:27][CH2:28][C@@H:29]1[NH:30][CH2:31][CH2:32][N:16]([C:14]2[C:13]3[C:12]4[CH:17]=[CH:18][CH:19]=[CH:20][C:11]=4[S:10][C:9]=3[NH:8][C:7]3[CH:21]=[CH:22][C:4]([C:3]([F:2])([F:23])[F:24])=[CH:5][C:6]=3[N:15]=2)[CH2:34]1 |f:0.1,4.5,7.8|. Reported procedure: Add 8-trifluoromethyl-11H-12-thia-6,11-diaza-dibenzo[a,f]azulen-5-ylamine hydrochloride (0.75 g, 2.0 mmol) to a solution of (S)-2-(2-methoxy-ethyl)-piperazine (0.58 g, 4.1 mmol) in dimethyl sulfoxide: toluene (1:8, 0.2M). Add diisopropylethylamine (1 equiv), heat to 110° C., and stir. After 45 hours, cool to ambient temperature, and dilute with ethyl acetate and 0.1 N NaOH. Separate the aqueous layer and extract it with ethyl acetate (3×). Wash all organics with a saturated solution of sodium ch...